This data is from the Open Reaction Database (ORD), a public repository of structured organic reaction records. The task is: describe an organic reaction: reactants, conditions, products, and yield The reactants are CC(C)S, CC#N, O=S(=O)([O-])C(F)(F)F, O=S(=O)([O-])C(F)(F)F, O=S(=O)([O-])C(F)(F)F, [Sc+3], COC(=O)C1CC(O)(c2ccc(-c3ccccc3)cc2)CN1C(=O)OCc1ccccc1. Product: COC(=O)C1CC(SC(C)C)(c2ccc(-c3ccccc3)cc2)CN1C(=O)OCc1ccccc1. RXN SMILES: [CH3:33][CH:34]([CH3:35])[SH:36].[CH3:37][C:38]#[N:39].[F:40][C:41]([F:42])([F:43])[S:44]([O-:45])(=[O:46])=[O:47].[F:49][C:50]([F:51])([F:52])[S:53]([O-:54])(=[O:55])=[O:56].[F:57][C:58]([F:59])([F:60])[S:61]([O-:62])(=[O:63])=[O:64].[Sc+3:48].[c:1]1(-[c:27]2[cH:28][cH:29][cH:30][cH:31][cH:32]2)[cH:2][cH:3][c:4]([C:7]2([OH:26])[CH2:8][CH:9]([C:22](=[O:23])[O:24][CH3:25])[N:10]([C:12](=[O:13])[O:14][CH2:15][c:16]3[cH:17][cH:18][cH:19][cH:20][cH:21]3)[CH2:11]2)[cH:5][cH:6]1>>[c:1]1(-[c:27]2[cH:28][cH:29][cH:30][cH:31][cH:32]2)[cH:2][cH:3][c:4]([C:7]2([S:36][CH:34]([CH3:33])[CH3:35])[CH2:8][CH:9]([C:22](=[O:23])[O:24][CH3:25])[N:10]([C:12](=[O:13])[O:14][CH2:15][c:16]3[cH:17][cH:18][cH:19][cH:20][cH:21]3)[CH2:11]2)[cH:5][cH:6]1. Reactants: OC1=CC=C(C(=O)C2=CC=C(C=C2)O)C=C1 (4,4'-dihydroxy-benzophenone), Cl.NOCC(=O)O (aminooxyacetic acid hydrochloride), C(C)(=O)O (acetic acid), O1CCOCC1.CCO.O (dioxane EtOH H2O). The product is C(C)OC(C(=NO)C(C1=CC=C(C=C1)O)C1=CC=C(C=C1)O)=O (bis(4-hydroxyphenyl)methyloximinoacetic acid ethyl ester). RXN SMILES: [OH:1][C:2]1[CH:16]=[CH:15][C:5]([C:6]([C:8]2[CH:13]=[CH:12][C:11]([OH:14])=[CH:10][CH:9]=2)=O)=[CH:4][CH:3]=1.Cl.[NH2:18][O:19]CC(O)=O.[C:24]([OH:27])(=[O:26])[CH3:25].O1CCO[CH2:30][CH2:29]1.CCO.O>>[CH2:29]([O:26][C:24](=[O:27])[C:25]([CH:6]([C:8]1[CH:13]=[CH:12][C:11]([OH:14])=[CH:10][CH:9]=1)[C:5]1[CH:15]=[CH:16][C:2]([OH:1])=[CH:3][CH:4]=1)=[N:18][OH:19])[CH3:30] |f:1.2,4.5.6|. Reported procedure: To a solution in dioxane/EtOH/H2O (3:2:1, 70 mL) of 4,4'-dihydroxy-benzophenone (3.21 g, 15 mmol) was added aminooxyacetic acid hydrochloride (3.25 g, 15 mmol) and acetic acid (0.5 mL). The mixture was refluxed for 18 hours, cooled to room temperature, and concentrated in vacuo. The residue was diluted with CH2Cl2 (100 mL), washed with saturated aqueous of NaHCO3 and brine, dried over MgSO4, filtered, and concentrated in vacuo. Chromatography on silica gel (hexanes/EtOAC 1: 1 ) provided bis(4-hy... The reactants are CC(C)(C)[O-], CCOCC, ClCCCSCc1cnccn1, [K+], C1CCOC1, O. Product: c1cnc(C2CCCS2)cn1. As a reaction SMILES: [CH3:13][C:14]([CH3:15])([O-:16])[CH3:17].[CH3:20][CH2:21][O:22][CH2:23][CH3:24].[Cl:1][CH2:2][CH2:3][CH2:4][S:5][CH2:6][c:7]1[n:8][cH:9][cH:10][n:11][cH:12]1.[K+:18].[O:25]1[CH2:26][CH2:27][CH2:28][CH2:29]1.[OH2:19]>>[CH2:2]1[CH2:3][CH2:4][S:5][CH:6]1[c:7]1[n:8][cH:9][cH:10][n:11][cH:12]1. Reactants: ClC=1C=C(C=C(C1)C)CC#N (3-chloro-5-methylphenylacetonitrile), [OH-].[K+] (KOH), O.CC(C)O (water i-PrOH). Reaction conditions: temperature 120 celsius, time 8 hour. Yields the product ClC=1C=C(C=C(C1)C)CC(=O)O (3-Chloro-5-methylphenylacetic acid). Yield: 70.0%. As a reaction SMILES: [Cl:1][C:2]1[CH:3]=[C:4]([CH2:9][C:10]#N)[CH:5]=[C:6]([CH3:8])[CH:7]=1.[OH-:12].[K+].[OH2:14].CC(O)C>>[Cl:1][C:2]1[CH:3]=[C:4]([CH2:9][C:10]([OH:14])=[O:12])[CH:5]=[C:6]([CH3:8])[CH:7]=1 |f:1.2,3.4|. Procedure: A mixture 3-chloro-5-methylphenylacetonitrile (13.3 g; from step (ii) above) and KOH (17 g; 0.3 mol) in 150 mL of water:i-PrOH (2:1) was heated while stirring in an autoclave at 120° C. overnight and then at room temperature for 2 days. The i-PrOH was evaporated and the remainder was acidified (6M HCl) to pH 2 and extracted 3 times with ether. The combined organic layers were washed twice with water, dried (Na2SO4), and evaporated to yield the sub-title compound (10.4 g; 70%). The reactants are BrC(C1=CC=CC=C1)C1=CC=CC=C1 ((bromomethylene)dibenzene), N1CCC(CC1)CO (piperidin-4-ylmethanol), C([O-])([O-])=O.[K+].[K+] (potassium carbonate). Run in CN(C)C=O (DMF). Reaction conditions: temperature 100 celsius, time 16 hour. Product: C(C1=CC=CC=C1)(C1=CC=CC=C1)N1CCC(CC1)CO ((1-benzhydrylpiperidin-4-yl)methanol). Isolated yield 99.5%. RXN SMILES: Br[CH:2]([C:9]1[CH:14]=[CH:13][CH:12]=[CH:11][CH:10]=1)[C:3]1[CH:8]=[CH:7][CH:6]=[CH:5][CH:4]=1.[NH:15]1[CH2:20][CH2:19][CH:18]([CH2:21][OH:22])[CH2:17][CH2:16]1.C(=O)([O-])[O-].[K+].[K+]>CN(C=O)C>[CH:2]([N:15]1[CH2:20][CH2:19][CH:18]([CH2:21][OH:22])[CH2:17][CH2:16]1)([C:9]1[CH:14]=[CH:13][CH:12]=[CH:11][CH:10]=1)[C:3]1[CH:8]=[CH:7][CH:6]=[CH:5][CH:4]=1 |f:2.3.4|. Procedure: To a solution of (bromomethylene)dibenzene (115 mg, 1.0 mmol) and piperidin-4-ylmethanol (247 mg, 1.0 mmol) in DMF (5 mL) was added potassium carbonate (276 mg, 2.0 mmol), and the reaction mixture was stirred at 100° C. for 16 h. After cooling to room temperature, the mixture was quenched with water (50 mL) and extracted with ethyl acetate (10 mL×3). The combined organic layers were washed with brine (20 mL), dried over anhydrous sodium sulfate, filtered, and concentrated. The residue was purifi... The reactants are O=C([O-])O, ClCCCl, CNOC, CN(C)C=O, CCN(C(C)C)C(C)C, O=C(O)c1cc2cc(Cl)ccc2[nH]1, Cl, [Na+], On1nnc2ccccc21. Yields the product CON(C)C(=O)c1cc2cc(Cl)ccc2[nH]1. Reaction SMILES: [C:42](=[O:43])([OH:44])[O-:45].[CH2:14]([Cl:15])[CH2:16][Cl:17].[CH3:29][NH:30][O:31][CH3:32].[CH3:47][N:48]([CH3:49])[CH:50]=[O:51].[CH:33]([N:34]([CH2:35][CH3:36])[CH:37]([CH3:38])[CH3:39])([CH3:40])[CH3:41].[Cl:1][c:2]1[cH:3][c:4]2[cH:5][c:6]([C:11](=[O:12])[OH:13])[nH:7][c:8]2[cH:9][cH:10]1.[ClH:28].[Na+:46].[OH:18][n:19]1[c:20]2[c:21]([cH:22][cH:23][cH:24][cH:25]2)[n:26][n:27]1>>[Cl:1][c:2]1[cH:3][c:4]2[cH:5][c:6]([C:11](=[O:13])[N:30]([CH3:29])[O:31][CH3:32])[nH:7][c:8]2[cH:9][cH:10]1.